Dataset: the Open Reaction Database (ORD), a public repository of structured organic reaction records. Task: describe an organic reaction: reactants, conditions, products, and yield Reactants: BrC1=C(C(=NC2=CC(=CC(=C12)F)F)N1C(CCCC1)=O)C (1-(4-bromo-5,7-difluoro-3-methylquinolin-2-yl)piperidin-2-one), O1CCN(CC1)C=1C=C(C=NC1)N (5-morpholinopyridin-3-amine). The solvent is C1(=CC=CC=C1)C (toluene). Product: FC1=C2C(=C(C(=NC2=CC(=C1)F)N1C(CCC1)=O)C)NC=1C=NC=C(C1)N1CCOCC1 (1-(5,7-difluoro-3-methyl-4-((5-(4-morpholinyl)-3-pyridinyl)amino)-2-quinolinyl)-2-pyrrolidinone). RXN SMILES: Br[C:2]1[C:11]2[C:6](=[CH:7][C:8]([F:13])=[CH:9][C:10]=2[F:12])[N:5]=[C:4]([N:14]2[CH2:19][CH2:18][CH2:17]C[C:15]2=[O:20])[C:3]=1[CH3:21].[O:22]1[CH2:27][CH2:26][N:25]([C:28]2[CH:29]=[C:30]([NH2:34])[CH:31]=[N:32][CH:33]=2)[CH2:24][CH2:23]1>C1(C)C=CC=CC=1>[F:12][C:10]1[CH:9]=[C:8]([F:13])[CH:7]=[C:6]2[C:11]=1[C:2]([NH:34][C:30]1[CH:31]=[N:32][CH:33]=[C:28]([N:25]3[CH2:26][CH2:27][O:22][CH2:23][CH2:24]3)[CH:29]=1)=[C:3]([CH3:21])[C:4]([N:14]1[CH2:19][CH2:18][CH2:17][C:15]1=[O:20])=[N:5]2. Procedure: Essentially prepared according to Procedure H using 1-(4-bromo-5,7-difluoro-3-methylquinolin-2-yl)piperidin-2-one (75.0 mg, 0.21 mmol) and 5-morpholinopyridin-3-amine in toluene to give 1-(5,7-difluoro-3-methyl-4-((5-(4-morpholinyl)-3-pyridinyl)amino)-2-quinolinyl)-2-pyrrolidinone. 1H NMR (400 MHz, CDCl3) δ ppm 7.90 (1H, d, J=2.5 Hz), 7.86 (1H, d, J=2.3 Hz), 7.46 (1H, ddd, J=9.6, 2.5, 1.4 Hz), 7.24 (1H, d, J=14.1 Hz), 6.99 (1H, ddd, J=13.9, 8.6, 2.5 Hz), 6.54 (1H, t, J=2.4 Hz), 4.22-4.33 (1H, m)... Reactants: C[N+](=CCl)C.[Cl-] (Vilsmeier reagent), P(=O)(Cl)(Cl)Cl (phosphorus oxychloride), C(=O)NC=1SC=C(N1)C(C(=O)O)=NOCC(=O)OC(C)(C)C (2-(2-formamidothiazol-4-yl)-2-tert-butoxycarbonylmethoxyiminoacetic acid), NC1[C@@H]2N(C(=C(CS2)OS(=O)(=O)C2=CC=C(C)C=C2)C(=O)OC(C2=CC=CC=C2)C2=CC=CC=C2)C1=O (benzhydryl 7-amino-3-tosyloxy-3-cephem-4-carboxylate), monotrimethylsilylacetamide. Solvent: O1CCCC1 (tetrahydrofuran), O (water), CN(C=O)C (N,N-dimethylformamide), C(Cl)Cl (methylene chloride). The product is C(=O)NC=1SC=C(N1)C(C(=O)NC1[C@@H]2N(C(=C(CS2)OS(=O)(=O)C2=CC=C(C)C=C2)C(=O)OC(C2=CC=CC=C2)C2=CC=CC=C2)C1=O)=NOCC(=O)OC(C)(C)C (benzhydryl 7-[2-(2-formamidothiazol-4-yl)-2-tert-butoxycarbonylmethoxyiminoacetamido]-3-tosyloxy-3-cephem-4-carboxylate). Isolated yield 71.7%. Reaction SMILES: C[N+](C)=CCl.[Cl-].P(Cl)(Cl)(Cl)=O.[CH:12]([NH:14][C:15]1[S:16][CH:17]=[C:18]([C:20](=[N:24][O:25][CH2:26][C:27]([O:29][C:30]([CH3:33])([CH3:32])[CH3:31])=[O:28])[C:21]([OH:23])=O)[N:19]=1)=[O:13].[NH2:34][CH:35]1[C:69](=[O:70])[N:37]2[C:38]([C:53]([O:55][CH:56]([C:63]3[CH:68]=[CH:67][CH:66]=[CH:65][CH:64]=3)[C:57]3[CH:62]=[CH:61][CH:60]=[CH:59][CH:58]=3)=[O:54])=[C:39]([O:42][S:43]([C:46]3[CH:52]=[CH:51][C:49]([CH3:50])=[CH:48][CH:47]=3)(=[O:45])=[O:44])[CH2:40][S:41][C@H:36]12>O1CCCC1.C(Cl)Cl.O.CN(C)C=O>[CH:12]([NH:14][C:15]1[S:16][CH:17]=[C:18]([C:20](=[N:24][O:25][CH2:26][C:27]([O:29][C:30]([CH3:33])([CH3:32])[CH3:31])=[O:28])[C:21]([NH:34][CH:35]2[C:69](=[O:70])[N:37]3[C:38]([C:53]([O:55][CH:56]([C:57]4[CH:58]=[CH:59][CH:60]=[CH:61][CH:62]=4)[C:63]4[CH:68]=[CH:67][CH:66]=[CH:65][CH:64]=4)=[O:54])=[C:39]([O:42][S:43]([C:46]4[CH:52]=[CH:51][C:49]([CH3:50])=[CH:48][CH:47]=4)(=[O:44])=[O:45])[CH2:40][S:41][C@H:36]23)=[O:23])[N:19]=1)=[O:13] |f:0.1|. Procedure details: Vilsmeier reagent prepared from phosphorus oxychloride (0.67 ml) and N,N-dimethylformamide (0.57 ml) was suspended in dry tetrahydrofuran (24 ml). To the suspension was added 2-(2-formamidothiazol-4-yl)-2-tert-butoxycarbonylmethoxyiminoacetic acid (syn isomer) (2.4 g) at 0° to 5° C. The solution was stirred at the same temperature for an hour to prepare the activated acid solution. To a solution of benzhydryl 7-amino-3-tosyloxy-3-cephem-4-carboxylate (3.0 g) and monotrimethylsilylacetamide (5.8 ... Starting materials: C[O-], CO, CC1(CNc2nc(F)ccc2F)CCOCC1, [Na+]. Product: COc1ccc(F)c(NCC2(C)CCOCC2)n1. Reaction SMILES: [CH3:18][O-:19].[CH3:21][OH:22].[F:1][c:2]1[c:3]([NH:9][CH2:10][C:11]2([CH3:17])[CH2:12][CH2:13][O:14][CH2:15][CH2:16]2)[n:4][c:5]([F:8])[cH:6][cH:7]1.[Na+:20]>>[F:1][c:2]1[c:3]([NH:9][CH2:10][C:11]2([CH3:17])[CH2:12][CH2:13][O:14][CH2:15][CH2:16]2)[n:4][c:5]([O:19][CH3:18])[cH:6][cH:7]1. Reactants: C(C)(C)N(C(C)C)CC (N,N-diisopropylethylamine), intermediate 3, C(C1=CC=CC=C1)OC1=C(N=C(N(C1=O)CC(=O)OC)S(=O)(=O)C)C(=O)OCC (ethyl 5-benzyloxy-1-(methoxycarbonylmethyl)-2-(methylsulfonyl)-6-oxo-1,6-dihydropyrimidine-4-carboxylate), Cl.Cl.CNNC (1,2-dimethylhydrazine dihydrochloride). Run in CN(C=O)C (N,N-dimethylformamide). Reaction conditions: temperature 22 celsius, time 4 hour. Product: C(C1=CC=CC=C1)OC1=C(N=C2N(N(C(CN2C1=O)=O)C)C)C(=O)OCC (Ethyl 7-benzyloxy-1,2-dimethyl-3,6-dioxo-2,3,4,6-tetrahydro-1H-pyrimido[2,1-c][1,2,4]triazine-8-carboxylate). The yield is 68.7%. Reaction SMILES: [CH2:1]([O:8][C:9]1[C:14](=[O:15])[N:13]([CH2:16][C:17]([O:19]C)=O)[C:12](S(C)(=O)=O)=[N:11][C:10]=1[C:25]([O:27][CH2:28][CH3:29])=[O:26])[C:2]1[CH:7]=[CH:6][CH:5]=[CH:4][CH:3]=1.Cl.Cl.[CH3:32][NH:33][NH:34][CH3:35].C(N(CC)C(C)C)(C)C>CN(C)C=O>[CH2:1]([O:8][C:9]1[C:14](=[O:15])[N:13]2[C:12]([N:33]([CH3:32])[N:34]([CH3:35])[C:17](=[O:19])[CH2:16]2)=[N:11][C:10]=1[C:25]([O:27][CH2:28][CH3:29])=[O:26])[C:2]1[CH:7]=[CH:6][CH:5]=[CH:4][CH:3]=1 |f:1.2.3|. Procedure details: A mixture of intermediate 3, ethyl 5-benzyloxy-1-(methoxycarbonylmethyl)-2-(methylsulfonyl)-6-oxo-1,6-dihydropyrimidine-4-carboxylate, (0.487 g, 1.15 mmol) in N,N-dimethylformamide (25 ml) was treated with 1,2-dimethylhydrazine dihydrochloride (1.56 g, 11.7 mmol) followed by N,N-diisopropylethylamine (4.1 ml, 11.7 mmol) and the resulting mixture stirred at 22° C. for 4 h. The solvent was then removed in vacuo and the residue diluted with ethyl acetate, washed successively with saturated sodium b... Reactants: CCN(C(C)C)C(C)C, Clc1cc(Cl)cc(C2CCNC2)c1, ClCCl, O=S(=O)(OS(=O)(=O)C(F)(F)F)C(F)(F)F, O, O=C1C(O)CCN1c1ccccc1. The product is O=C1C(N2CCC(c3cc(Cl)cc(Cl)c3)C2)CCN1c1ccccc1. RXN SMILES: [CH:14]([N:15]([CH2:16][CH3:17])[CH:18]([CH3:19])[CH3:20])([CH3:21])[CH3:22].[Cl:38][c:39]1[cH:40][c:41]([CH:46]2[CH2:47][NH:48][CH2:49][CH2:50]2)[cH:42][c:43]([Cl:45])[cH:44]1.[Cl:51][CH2:52][Cl:53].[F:23][C:24]([S:25]([O:26][S:27]([C:28]([F:29])([F:30])[F:31])(=[O:32])=[O:33])(=[O:34])=[O:35])([F:36])[F:37].[OH2:54].[OH:1][CH:2]1[C:3](=[O:13])[N:4]([c:7]2[cH:8][cH:9][cH:10][cH:11][cH:12]2)[CH2:5][CH2:6]1>>[CH:2]1([N:48]2[CH2:47][CH:46]([c:41]3[cH:40][c:39]([Cl:38])[cH:44][c:43]([Cl:45])[cH:42]3)[CH2:50][CH2:49]2)[C:3](=[O:13])[N:4]([c:7]2[cH:8][cH:9][cH:10][cH:11][cH:12]2)[CH2:5][CH2:6]1. Reactants: solution, C1(CCCCC1)[Mg]Br (cyclohexylmagnesium bromide), [Cl-].[NH4+] (ammonium chloride), CC1=C(SC=2C1=NC=CC2)C=O (3-methylthieno[3,2-b]pyridine-2-carbaldehyde), C[N+]1(CCOCC1)[O-] (4-methylmorpholine N-oxide). The reagents and catalysts are [Ru](=O)(=O)(=O)[O-].C(CC)[N+](CCC)(CCC)CCC (tetrapropylammonium perruthenate). Solvent: O1CCCC1 (tetrahydrofuran), O1CCCC1 (tetrahydrofuran), C(C)#N (acetonitrile). Conditions: temperature 0 celsius, time 1.5 hour. Yields the product C1(CCCCC1)C(=O)C1=C(C2=NC=CC=C2S1)C (cyclohexyl(3-methylthieno[3,2-b]pyridin-2-yl)methanone). Isolated yield 79.0%. Reaction SMILES: [CH3:1][C:2]1[C:6]2=[N:7][CH:8]=[CH:9][CH:10]=[C:5]2[S:4][C:3]=1[CH:11]=[O:12].[CH:13]1([Mg]Br)[CH2:18][CH2:17][CH2:16][CH2:15][CH2:14]1.[Cl-].[NH4+].C[N+]1([O-])CCOCC1>O1CCCC1.[Ru]([O-])(=O)(=O)=O.C([N+](CCC)(CCC)CCC)CC.C(#N)C>[CH:13]1([C:11]([C:3]2[S:4][C:5]3[C:6](=[N:7][CH:8]=[CH:9][CH:10]=3)[C:2]=2[CH3:1])=[O:12])[CH2:18][CH2:17][CH2:16][CH2:15][CH2:14]1 |f:2.3,6.7|. Procedure: To a solution (50 mL) of 3-methylthieno[3,2-b]pyridine-2-carbaldehyde (2.24 g) synthesized above in tetrahydrofuran was added a 1.0M solution (18.9 mL) of cyclohexylmagnesium bromide in tetrahydrofuran at 0° C., and the mixture was stirred at 0° C. for 1.5 hr under argon atmosphere. Saturated aqueous ammonium chloride solution was added to quench the reaction, and the reaction mixture was extracted with ethyl acetate. The extract was washed with saturated brine, dried over magnesium sulfate, and...